From a dataset of the Open Reaction Database (ORD), a public repository of structured organic reaction records. describe an organic reaction: reactants, conditions, products, and yield Starting materials: ClC=1C=CC(=C(C1)C=1NC=CC1)OC (2-(5-chloro-2-methoxyphenyl)-1H-pyrrole), C(C)S(=O)(=O)C=1C=CC(=C(C1)C=1NC=CC1)OC (2-(5-ethylsulphonyl-2-methoxyphenyl)-1H-pyrrole), Heterocycles, acid chloride. Yields the product ClC=1C=CC(=C(C1)C=1NC(=CC1)CN1CCCCC1)OC (2-(5-Chloro-2-methoxyphenyl)-5-(1-piperidinylmethyl)-1H-pyrrole). RXN SMILES: [Cl:1][C:2]1[CH:3]=[CH:4][C:5]([O:13][CH3:14])=[C:6]([C:8]2[NH:9][CH:10]=[CH:11][CH:12]=2)[CH:7]=1.C(S(C1[CH:21]=[CH:22][C:23](OC)=[C:24]([C:26]2[NH:27][CH:28]=CC=2)C=1)(=O)=O)C>>[Cl:1][C:2]1[CH:3]=[CH:4][C:5]([O:13][CH3:14])=[C:6]([C:8]2[NH:9][C:10]([CH2:28][N:27]3[CH2:26][CH2:24][CH2:23][CH2:22][CH2:21]3)=[CH:11][CH:12]=2)[CH:7]=1. Procedure details: This compound was prepared by a method analogous to that used to prepare example 2, but using 2-(5-chloro-2-methoxyphenyl)-1H-pyrrole (prepared according to the method of Kruse et at., [Heterocycles, 26, 3141, 1987] from the corresponding acid chloride) in place of 2-(5-ethylsulphonyl-2-methoxyphenyl)-1H-pyrrole. Reactants: BrC1=CC(=C(C=C1)NC(COS(=O)(=O)C1=CC=C(C=C1)C)(C)C)[N+](=O)[O-] (toluene-4-sulfonic acid 2-(4-bromo-2-nitro-phenylamino)-2-methyl-propyl ester), N1CCOCC1 (morpholine). Conditions: temperature 105 celsius. Product: BrC1=CC(=C(C=C1)NC(CN1CCOCC1)(C)C)[N+](=O)[O-] ((4-Bromo-2-nitro-phenyl)-(1,1-dimethyl-2-morpholin-4-yl-ethyl)-amine). Reaction SMILES: [Br:1][C:2]1[CH:7]=[CH:6][C:5]([NH:8][C:9]([CH3:23])([CH3:22])[CH2:10]OS(C2C=CC(C)=CC=2)(=O)=O)=[C:4]([N+:24]([O-:26])=[O:25])[CH:3]=1.[NH:27]1[CH2:32][CH2:31][O:30][CH2:29][CH2:28]1>>[Br:1][C:2]1[CH:7]=[CH:6][C:5]([NH:8][C:9]([CH3:23])([CH3:22])[CH2:10][N:27]2[CH2:32][CH2:31][O:30][CH2:29][CH2:28]2)=[C:4]([N+:24]([O-:26])=[O:25])[CH:3]=1. Procedure details: In a 250 mL flask, mix toluene-4-sulfonic acid 2-(4-bromo-2-nitro-phenylamino)-2-methyl-propyl ester (19.5 g, 44 mmol) and morpholine (50 mL). Heat at 100-110° C. for 2 days. Follow the progress of the reaction by HPLC. Cool the reaction and partition between water and EtOAc. Wash the organic layer with water (2×), dry (MgSO4) and concentrate to give 14 g dark oil. Recrystallize from heptane (400 mL) to give 11 g that is 80% pure by HPLC. Recrystallize a second time to give 6.6 g (42%) orange cr... Reactants: CCCCCC, COC(=O)C(OC)OC, NCc1cccc(Cl)c1. Yields the product COC(OC)C(=O)NCc1cccc(Cl)c1. Reaction SMILES: [CH3:19][CH2:20][CH2:21][CH2:22][CH2:23][CH3:24].[CH3:1][O:2][CH:3]([C:4](=[O:5])[O:6][CH3:7])[O:8][CH3:9].[Cl:10][c:11]1[cH:12][c:13]([CH2:14][NH2:15])[cH:16][cH:17][cH:18]1>>[CH3:1][O:2][CH:3]([C:4](=[O:5])[NH:15][CH2:14][c:13]1[cH:12][c:11]([Cl:10])[cH:18][cH:17][cH:16]1)[O:8][CH3:9]. Reactants: N1C=CC2=C(C=CC=C12)OCCCCl (1-(4-indolyloxy)-3-chloropropane), OC1(CCNCC1)C1=CC2=CC=C(C=C2C=C1)O (4-hydroxy-4-(6-hydroxynaphth-2-yl)piperidine), C([O-])([O-])=O.[K+].[K+] (potassium carbonate). The solvent is C(C)#N (acetonitrile). The product is N1C=CC2=C(C=CC=C12)OCCCN1CCC(CC1)(C1=CC2=CC=C(C=C2C=C1)O)O (1-(4-indolyloxy)-3-[4-hydroxy-4-(6-hydroxynaphth-2-yl)piperidine-1-yl]propane). Yield: 24.9%. As a reaction SMILES: [NH:1]1[C:9]2[C:4](=[C:5]([O:10][CH2:11][CH2:12][CH2:13]Cl)[CH:6]=[CH:7][CH:8]=2)[CH:3]=[CH:2]1.[OH:15][C:16]1([C:22]2[CH:31]=[CH:30][C:29]3[C:24](=[CH:25][CH:26]=[C:27]([OH:32])[CH:28]=3)[CH:23]=2)[CH2:21][CH2:20][NH:19][CH2:18][CH2:17]1.C(=O)([O-])[O-].[K+].[K+]>C(#N)C>[NH:1]1[C:9]2[C:4](=[C:5]([O:10][CH2:11][CH2:12][CH2:13][N:19]3[CH2:20][CH2:21][C:16]([OH:15])([C:22]4[CH:31]=[CH:30][C:29]5[C:24](=[CH:25][CH:26]=[C:27]([OH:32])[CH:28]=5)[CH:23]=4)[CH2:17][CH2:18]3)[CH:6]=[CH:7][CH:8]=2)[CH:3]=[CH:2]1 |f:2.3.4|. Procedure details: A mixture of 0.172 gm (0.82 mMol) 1-(4-indolyloxy)-3-chloropropane, 0.200 gm (0.82 mMol) 4-hydroxy-4-(6-hydroxynaphth-2-yl)piperidine, and 0.17 gm (1.2 mMol) potassium carbonate in 6 mL acetonitrile were stirred at reflux for 18 hours. The reaction mixture was cooled to room temperature and then partitioned between ethyl acetate and 2N sodium hydroxide. The phases were separated and the aqueous phase extracted well with ethyl acetate. The combined organic phases were washed with saturated aqueou... Reactants: ClCCCl, ClCCl, Nc1ccccc1-c1cc2ccccc2[nH]1, O=C(O)c1cc(O)c(O)c(O)c1. The product is O=C(Nc1ccccc1-c1cc2ccccc2[nH]1)c1cc(O)c(O)c(O)c1. Reaction SMILES: [CH2:13]([Cl:14])[CH2:15][Cl:16].[Cl:33][CH2:34][Cl:35].[NH2:17][c:18]1[c:19](-[c:24]2[nH:25][c:26]3[cH:27][cH:28][cH:29][cH:30][c:31]3[cH:32]2)[cH:20][cH:21][cH:22][cH:23]1.[OH:1][C:2](=[O:3])[c:4]1[cH:5][c:6]([OH:7])[c:8]([OH:9])[c:10]([OH:11])[cH:12]1>>[C:2](=[O:3])([c:4]1[cH:5][c:6]([OH:7])[c:8]([OH:9])[c:10]([OH:11])[cH:12]1)[NH:17][c:18]1[c:19](-[c:24]2[nH:25][c:26]3[cH:27][cH:28][cH:29][cH:30][c:31]3[cH:32]2)[cH:20][cH:21][cH:22][cH:23]1.